This data is from the Open Reaction Database (ORD), a public repository of structured organic reaction records. The task is: describe an organic reaction: reactants, conditions, products, and yield Starting materials: S(=O)(Cl)Cl (thionyl chloride), FC(OC=1C(=C(C(=O)O)C(=C(C1F)F)[N+](=O)[O-])F)F (3-difluoromethoxy-2,4,5-trifluoro-6-nitrobenzoic acid), ( XII ). Solvent: C1=CC=CC=C1 (benzene). Product: FC(OC=1C(=C(C(=O)Cl)C(=C(C1F)F)[N+](=O)[O-])F)F (3-difluoromethoxy-2,4,5-trifluoro-6-nitrobenzoyl chloride). Reaction SMILES: S(Cl)([Cl:3])=O.[F:5][CH:6]([F:23])[O:7][C:8]1[C:9]([F:22])=[C:10]([C:14]([N+:19]([O-:21])=[O:20])=[C:15]([F:18])[C:16]=1[F:17])[C:11](O)=[O:12]>C1C=CC=CC=1>[F:5][CH:6]([F:23])[O:7][C:8]1[C:9]([F:22])=[C:10]([C:14]([N+:19]([O-:21])=[O:20])=[C:15]([F:18])[C:16]=1[F:17])[C:11]([Cl:3])=[O:12]. Procedure: 40 ml of thionyl chloride were added to a solution of 15.97 g (0.056 moles) of 3-difluoromethoxy-2,4,5-trifluoro-6-nitrobenzoic acid [(XII), R1 =--OCHF2, R3' =NO2, X=X'=F] in 50 ml of benzene, and the mixture was heated under reflux for 2 hours. At the end of this time, the benzene and the excess thionyl chloride were removed by distillation under reduced pressure to give 16.50 g of 3-difluoromethoxy-2,4,5-trifluoro-6-nitrobenzoyl chloride [(XIII), R1 =--OCHF2, R3' =NO2, X=X'=F]. Starting materials: PdCl2dppf, BrC=1C=C(C(=NC1)NC1=CC(=CC=C1)N)[N+](=O)[O-] (N-(5-bromo-3-nitro-pyridin-2-yl)-benzene-1,3-diamine), FC1=CC=C(C=C1)B(O)O (4-fluorophenylboronic acid). Solvent: COCCOC (DME), C(=O)([O-])[O-].[Na+].[Na+] (Na2CO3). Run at temperature 80 celsius. Product: FC1=CC=C(C=C1)C=1C=C(C(=NC1)NC1=CC(=CC=C1)N)[N+](=O)[O-] (N-[5-(4-Fluoro-phenyl)-3-nitro-pyridin-2-yl]-benzene-1,3-diamine). Yield: 62.4%. Reaction SMILES: Br[C:2]1[CH:3]=[C:4]([N+:16]([O-:18])=[O:17])[C:5]([NH:8][C:9]2[CH:14]=[CH:13][CH:12]=[C:11]([NH2:15])[CH:10]=2)=[N:6][CH:7]=1.[F:19][C:20]1[CH:25]=[CH:24][C:23](B(O)O)=[CH:22][CH:21]=1>COCCOC.C([O-])([O-])=O.[Na+].[Na+]>[F:19][C:20]1[CH:25]=[CH:24][C:23]([C:2]2[CH:3]=[C:4]([N+:16]([O-:18])=[O:17])[C:5]([NH:8][C:9]3[CH:14]=[CH:13][CH:12]=[C:11]([NH2:15])[CH:10]=3)=[N:6][CH:7]=2)=[CH:22][CH:21]=1 |f:3.4.5|. Reported procedure: A mixture of PdCl2dppf (300 mg, 0.4 mmol), N-(5-bromo-3-nitro-pyridin-2-yl)-benzene-1,3-diamine (Preparation P1, 2.5 g, 8.2 mmol) and 4-fluorophenylboronic acid (1.4 g, 10 mmol) in DME (16 ml) and 2N Na2CO3 (16 ml) was deoxygenated by evacuate/fill N2 (×3), then stirred and heated at 80° C. under N2 for 4 hours. After cooling to RT the mixture was partitioned between EtOAc/H2O and then filtered through Celite. The organic layer was washed with brine (×1) then dried (MgSO4), filtered and evaporat... Reported procedure: Example 25: 1 g of ifenprodil tartarate; Example 29: 1 g of pentazocine hydrochloride. RXN SMILES: CC(N1CCC(CC2C=CC=[CH:23][CH:24]=2)CC1)C(O)C1C=CC(O)=CC=1.[C:25]([O-:34])(=[O:33])[CH:26]([CH:28]([C:30]([O-])=O)O)O.[ClH:35].O[C:37]1[CH:48]=[CH:47][C:46]2C[CH:44]3N(C[CH2:56][C:40]([CH:42]3C)(C)[C:39]=2[CH:38]=1)CC=C(C)C>>[CH:56]1[C:30]2[CH2:24][CH2:23][CH:26]([C:25]([OH:34])=[O:33])[C:28]=2[CH:44]=[C:42]([Cl:35])[C:40]=1[CH:39]1[CH2:38][CH2:37][CH2:48][CH2:47][CH2:46]1 |f:0.1,2.3|. Reactants: CC(C(C=1C=CC(=CC1)O)O)N2CCC(CC2)CC=3C=CC=CC3.C(C(O)C(O)C(=O)[O-])(=O)[O-] (ifenprodil tartarate), Cl.OC1=CC=2C3(C)C(C)C(CC2C=C1)N(CC=C(C)C)CC3 (pentazocine hydrochloride). The product is C=1C2=C(C=C(C1C3CCCCC3)Cl)C(CC2)C(=O)O (clidanac). The reactants are ClC=1C=C(C=NC1OCC(C(F)F)(F)F)C(C)=O (1-(5-chloro-6-(2,2,3,3-tetrafluoropropoxy)pyridin-3-yl)ethanone), CC(C)(C)[S@@](=O)N ((R)-2-methylpropane-2-sulfinamide), Amine-1. Product: ClC=1C=C(C=NC1OCC(C(F)F)(F)F)C(C)N[S@](=O)C(C)(C)C ((R)—N-(1-(5-chloro-6-(2,2,3,3-tetrafluoropropoxy)pyridin-3-yl)ethyl)-2-methylpropane-2-sulfinamide). Yield: 81.0%. RXN SMILES: [Cl:1][C:2]1[CH:3]=[C:4]([C:16](=O)[CH3:17])[CH:5]=[N:6][C:7]=1[O:8][CH2:9][C:10]([F:15])([F:14])[CH:11]([F:13])[F:12].[CH3:19][C:20]([S@:23]([NH2:25])=[O:24])([CH3:22])[CH3:21]>>[Cl:1][C:2]1[CH:3]=[C:4]([CH:16]([NH:25][S@@:23]([C:20]([CH3:22])([CH3:21])[CH3:19])=[O:24])[CH3:17])[CH:5]=[N:6][C:7]=1[O:8][CH2:9][C:10]([F:15])([F:14])[CH:11]([F:13])[F:12]. Procedure: The title compound is prepared in 81% yield (5.11 g, white solid) from 1-(5-chloro-6-(2,2,3,3-tetrafluoropropoxy)pyridin-3-yl)ethanone (4.62 g, 16.2 mmol, Step-3) and (R)-2-methylpropane-2-sulfinamide (2.94 g, 24.3 mmol) in a similar manner to Step-4 of Amine-1. Run in C1(=CC=CC=C1)C (toluene). Reported procedure: A mixture of veratric acid (1.0 g), toluene (10 ml) and thionyl chloride (2 ml) is heated under reflux for one hour, and the reaction mixture is concentrated under reduced pressure. Veratryl chloride thus obtained was dissolved in N,N-dimethylformamide (5 ml). The solution is added dropwise, while stirring under ice-cooling, to a mixture of 1-(3,4,5-trimethoxybenzyl)piperazine dihydrochloride (1.96 g), triethylamine (2.2 g) and N,N-dimethylformamide (8 ml) in the course of 3 minutes, followed by... Starting materials: C(C1=CC(OC)=C(OC)C=C1)(=O)O (veratric acid), S(=O)(Cl)Cl (thionyl chloride). Reaction SMILES: [C:1](O)(=O)[C:2]1[CH:11]=[CH:10][C:7]([O:8][CH3:9])=[C:4]([O:5][CH3:6])[CH:3]=1.S(Cl)([Cl:16])=O>C1(C)C=CC=CC=1>[CH2:1]([Cl:16])[C:2]1[CH:11]=[CH:10][C:7]([O:8][CH3:9])=[C:4]([O:5][CH3:6])[CH:3]=1. The product is C(C1=CC(OC)=C(OC)C=C1)Cl (Veratryl chloride). Starting materials: C(C)C1=C(C(=CC=C1)C)C(O)C=1N=CN(C1)C(C1=CC=CC=C1)(C1=CC=CC=C1)C1=CC=CC=C1 (rac-(2-ethyl-6-methyl-phenyl)-(1-trityl-1H-imidazol-4-yl)-methanol), C(C)[SiH](CC)CC (triethylsilane), FC(C(=O)O)(F)F (trifluoroacetic acid). The solvent is ClCCl (dichloromethane), O1CCCC1 (tetrahydrofuran), C(C)(=O)OCC (ethyl acetate). Run at time 16 hour. Product: C(C)C1=C(CC=2N=CNC2)C(=CC=C1)C (4-(2-Ethyl-6-methyl-benzyl)-1H-imidazole). The yield is 26.3%. RXN SMILES: [CH2:1]([C:3]1[CH:8]=[CH:7][CH:6]=[C:5]([CH3:9])[C:4]=1[CH:10]([C:12]1[N:13]=[CH:14][N:15](C(C2C=CC=CC=2)(C2C=CC=CC=2)C2C=CC=CC=2)[CH:16]=1)O)[CH3:2].C([SiH](CC)CC)C.FC(F)(F)C(O)=O>ClCCl.O1CCCC1.C(OCC)(=O)C>[CH2:1]([C:3]1[CH:8]=[CH:7][CH:6]=[C:5]([CH3:9])[C:4]=1[CH2:10][C:12]1[N:13]=[CH:14][NH:15][CH:16]=1)[CH3:2]. Procedure details: This compound was prepared using methodology described in J. Chem. Soc., Perkin Trans. 1, 2002, 1061-1066. To a stirred solution of 0.35 g (0.76 mmol) rac-(2-ethyl-6-methyl-phenyl)-(1-trityl-1H-imidazol-4-yl)-methanol in 5 ml dichloromethane were added dropwise 1.22 ml (7.63 mmol) triethylsilane and 0.69 ml (9.16 mmol) trifluoroacetic acid. The reaction mixture was stirred at room temperature for 16 hours, and then diluted with a 1:1 mixture of tetrahydrofuran and ethyl acetate. The mixture was ...